This data is from the Open Reaction Database (ORD), a public repository of structured organic reaction records. The task is: describe an organic reaction: reactants, conditions, products, and yield Starting materials: CO (methanol), FC(C(=O)O)(F)F (Trifluoroacetic acid), CN1C=CC2=CC=C(C=C12)C(=O)OC (methyl 1-methyl-1H-indole-6-carboxylate), O1COC2=C1C=CC(=C2)C(C(=O)O)O (2-(1,3-benzodioxol-5-yl)-2-hydroxyacetic acid), 1-methylindole-6-tert-butyl ester. The solvent is C(C)#N (acetonitrile). Product: O1COC2=C1C=CC(=C2)C(C(=O)O)C2=CN(C1=CC(=CC=C21)C(=O)OC)C (2-(1 ,3-Benzodioxol-5-yl)-2-(6-methoxycarbonyl-1-methyl-1H-indol-3-yl)acetic acid). The yield is 80.4%. As a reaction SMILES: FC(F)(F)C(O)=O.[CH3:8][N:9]1[C:17]2[C:12](=[CH:13][CH:14]=[C:15]([C:18]([O:20][CH3:21])=[O:19])[CH:16]=2)[CH:11]=[CH:10]1.CO.[O:24]1[C:28]2[CH:29]=[CH:30][C:31]([CH:33](O)[C:34]([OH:36])=[O:35])=[CH:32][C:27]=2[O:26][CH2:25]1>C(#N)C>[O:24]1[C:28]2[CH:29]=[CH:30][C:31]([CH:33]([C:11]3[C:12]4[C:17](=[CH:16][C:15]([C:18]([O:20][CH3:21])=[O:19])=[CH:14][CH:13]=4)[N:9]([CH3:8])[CH:10]=3)[C:34]([OH:36])=[O:35])=[CH:32][C:27]=2[O:26][CH2:25]1. Procedure: Trifluoroacetic acid (1.92 kg) was added portionwise to a stirred suspension of methyl 1-methyl-1H-indole-6-carboxylate (prepared by the same method as 1-methylindole-6-tert-butyl ester in Example 28, International Patent Application WO 97/43260, but using methanol in place of 6-tert-butanol; 1.63 kg) and 2-(1,3-benzodioxol-5-yl)-2-hydroxyacetic acid (1.67 kg) in acetonitrile (16.3 liters) at room temperature under a nitrogen atmosphere. The suspension was heated to reflux for 24 h and allowed t... Reported procedure: Methyl-thioninium iodide (0.50 g, 1.22 mmol) was dissolved in methanol (20 cm3) and methyl iodide (1.90 g, 13.37 mmol) was added while stirring. The mixture was heated at reflux for 18 hours before additional methyl iodide (0.42 g, 6.69 mmol) was added and the mixture was once again heated to reflux and stirred for 8 hours. The mixture was cooled to room temperature, giving a solid that was filtered and washed with methanol to yield the title compound (0.30 g, 46%) as bronze green solid. δH (250... Yield: 121.1%. The solvent is CO (methanol). Starting materials: CI (methyl iodide), [I-].CC=1[SH+]C=CC=CC=CC1 (Methyl-thioninium iodide), CI (methyl iodide). As a reaction SMILES: [I-:1].[CH3:2][C:3]1[SH+:4][CH:5]=[CH:6][CH:7]=[CH:8][CH:9]=[CH:10][CH:11]=1.CI>CO>[IH:1].[I-:1].[CH3:2][C:3]1[SH+:4][CH:5]=[CH:6][CH:7]=[CH:8][CH:9]=[CH:10][CH:11]=1 |f:0.1,4.5.6|. Yields the product I.[I-].CC=1[SH+]C=CC=CC=CC1 (Methyl-thioninium Iodide Hydrogen Iodide). Starting materials: O1CC12CCN(CC2)C(=O)OC(C)(C)C (1,1-dimethylethyl 1-oxa-6-azaspiro[2.5]octane-6-carboxylate), C1(CC1)N (cyclopropylamine). Solvent: C(C)O (ethanol). Yields the product C1(CC1)NCC1(CCN(CC1)C(=O)OC(C)(C)C)O (1,1-dimethylethyl 4-[(cyclopropylamino)methyl]-4-hydroxy-1-piperidinecarboxylate). Isolated yield 93.6%. Reaction SMILES: [O:1]1[C:3]2([CH2:8][CH2:7][N:6]([C:9]([O:11][C:12]([CH3:15])([CH3:14])[CH3:13])=[O:10])[CH2:5][CH2:4]2)[CH2:2]1.[CH:16]1([NH2:19])[CH2:18][CH2:17]1>C(O)C>[CH:16]1([NH:19][CH2:2][C:3]2([OH:1])[CH2:8][CH2:7][N:6]([C:9]([O:11][C:12]([CH3:15])([CH3:14])[CH3:13])=[O:10])[CH2:5][CH2:4]2)[CH2:18][CH2:17]1. Procedure details: A sealable reaction vessel was charged with 1,1-dimethylethyl 1-oxa-6-azaspiro[2.5]octane-6-carboxylate (14.07 mmol), ethanol (70 mL) and cyclopropylamine (42.2 mmol). The vessel was purged with nitrogen, sealed and placed in a 75° C. oil bath for 20 h. The reaction mixture was cooled to room temperature and concentrated under reduced pressure. The resulting oil was purified by silica gel chromatography (5% methanol in ethyl acetate). The appropriate fractions were concentrated under reduced pre... Starting materials: O=S1(NC2N(C3=C1C=C(C=C3)OC=3C=C(C=CC3)P(OCC)(OCC)=O)CCC2)=O (Diethyl 3-[(5,5-dioxido-2,3,3a,4-tetrahydro-1H-pyrrolo[2,1-c][1,2,4]benzothiadiazin-7-yl)oxy]phenylphosphonate), Cl (HCl). Run in [OH-].[Na+] (NaOH). The product is O=S1(NC2N(C3=C1C=C(C=C3)OC=3C=C(C=CC3)P(OCC)(O)=O)CCC2)=O (Ethyl hydrogen 3-[(5,5-dioxido-2,3,3a,4-tetrahydro-1H-pyrrolo[2,1-c][1,2,4]benzothiadiazin-7-yl)oxy]phenylphosphonate). Reaction SMILES: [O:1]=[S:2]1(=[O:30])[C:7]2[CH:8]=[C:9]([O:12][C:13]3[CH:14]=[C:15]([P:19](=[O:26])([O:23]CC)[O:20][CH2:21][CH3:22])[CH:16]=[CH:17][CH:18]=3)[CH:10]=[CH:11][C:6]=2[N:5]2[CH2:27][CH2:28][CH2:29][CH:4]2[NH:3]1.Cl>[OH-].[Na+]>[O:30]=[S:2]1(=[O:1])[C:7]2[CH:8]=[C:9]([O:12][C:13]3[CH:14]=[C:15]([P:19](=[O:23])([OH:26])[O:20][CH2:21][CH3:22])[CH:16]=[CH:17][CH:18]=3)[CH:10]=[CH:11][C:6]=2[N:5]2[CH2:27][CH2:28][CH2:29][CH:4]2[NH:3]1 |f:2.3|. Procedure details: 0.66 mmol of the product of Example 52 in 3 ml of 1N NaOH is stirred for 8 h at 70° C. The reaction solution is acidified with 1N HCl and the white precipitate is filtered off to yield the expected product.